This data is from the Open Reaction Database (ORD), a public repository of structured organic reaction records. The task is: describe an organic reaction: reactants, conditions, products, and yield Starting materials: N1(CCCC1)S(=O)(=O)CC(C)=O (1-(pyrrolidin-1-ylsulfonyl)propan-2-one), ClC=1C=C(C=O)C=CC1Cl (3,4-dichlorobenzaldehyde). The reagents and catalysts are CC([O-])C.CC([O-])C.CC([O-])C.CC([O-])C.[Ti+4] (titanium tetraisopropoxide). Solvent: C1CCOC1 (THF). Run at temperature 80 celsius, time 8 hour. Yields the product ClC=1C=C(C=CC1Cl)C=C(C(C)=O)S(=O)(=O)N1CCCC1 (4-(3,4-dichlorophenyl)-3-(pyrrolidin-1-ylsulfonyl)but-3-en-2-one). Reaction SMILES: [N:1]1([S:6]([CH2:9][C:10](=[O:12])[CH3:11])(=[O:8])=[O:7])[CH2:5][CH2:4][CH2:3][CH2:2]1.[Cl:13][C:14]1[CH:15]=[C:16]([CH:19]=[CH:20][C:21]=1[Cl:22])[CH:17]=O>C1COCC1.CC(C)[O-].CC(C)[O-].CC(C)[O-].CC(C)[O-].[Ti+4]>[Cl:13][C:14]1[CH:15]=[C:16]([CH:17]=[C:9]([S:6]([N:1]2[CH2:2][CH2:3][CH2:4][CH2:5]2)(=[O:7])=[O:8])[C:10](=[O:12])[CH3:11])[CH:19]=[CH:20][C:21]=1[Cl:22] |f:3.4.5.6.7|. Procedure: Alternatively, the Bignelli reaction was carried out in two steps with higher yields. To 1-(pyrrolidin-1-ylsulfonyl)propan-2-one in THF was added an equivalent amount of 3,4-dichlorobenzaldehyde and a catalytic amount of titanium tetraisopropoxide. The reaction was stirred at 80° C. overnight. Solvent was removed and the residue was purified by silica flash chromatography (0% to 15% ethyl acetate-hexanes) to provide 4-(3,4-dichlorophenyl)-3-(pyrrolidin-1-ylsulfonyl)but-3-en-2-one. The product ob... The reactants are COC1=CC(=C(C(=C1)C)NC(=S)N/N=C/C1=CC=C(C=C1)C1=NN(C=N1)C1=CC=C(C=C1)OC(F)(F)F)C ((E)-N-(4-methoxy-2,6-dimethylphenyl)-2-(4-(1-(4-(trifluoromethoxy)phenyl)-1H-1,2,4-triazol-3-yl)benzylidene)hydrazine-carbothioamide), BrCC(=O)OC (methyl bromoacetate). The solvent is O (water), CCO (EtOH). Run at temperature 70 celsius. Yields the product COC1=CC(=C(C(=C1)C)N1\C(\SCC1=O)=N/N=C\C1=CC=C(C=C1)C1=NN(C=N1)C1=CC=C(C=C1)OC(F)(F)F)C ((Z)-3-(4-methoxy-2,6-dimethylphenyl)-2-((E)-(4-(1-(4-(trifluoromethoxy)phenyl)-1H-1,2,4-triazol-3-yl)benzylidene)hydrazono)thiazolidin-4-one). Yield: 76.1%. Reaction SMILES: [CH3:1][O:2][C:3]1[CH:8]=[C:7]([CH3:9])[C:6]([NH:10][C:11]([NH:13]/[N:14]=[CH:15]/[C:16]2[CH:21]=[CH:20][C:19]([C:22]3[N:26]=[CH:25][N:24]([C:27]4[CH:32]=[CH:31][C:30]([O:33][C:34]([F:37])([F:36])[F:35])=[CH:29][CH:28]=4)[N:23]=3)=[CH:18][CH:17]=2)=[S:12])=[C:5]([CH3:38])[CH:4]=1.Br[CH2:40][C:41](OC)=[O:42]>CCO.O>[CH3:1][O:2][C:3]1[CH:8]=[C:7]([CH3:9])[C:6]([N:10]2[C:41](=[O:42])[CH2:40][S:12]/[C:11]/2=[N:13]/[N:14]=[CH:15]\[C:16]2[CH:17]=[CH:18][C:19]([C:22]3[N:26]=[CH:25][N:24]([C:27]4[CH:32]=[CH:31][C:30]([O:33][C:34]([F:36])([F:37])[F:35])=[CH:29][CH:28]=4)[N:23]=3)=[CH:20][CH:21]=2)=[C:5]([CH3:38])[CH:4]=1. Procedure: To a solution of (E)-N-(4-methoxy-2,6-dimethylphenyl)-2-(4-(1-(4-(trifluoromethoxy)phenyl)-1H-1,2,4-triazol-3-yl)benzylidene)hydrazine-carbothioamide (250 mg, 0.462 mmol) in EtOH (5 mL) was added methyl bromoacetate (100 mg, 0.65 mmol), and the mixture was heated to 70° C. for 4 h. The mixture was allowed to cool to room temperature and diluted with water (1 mL). The precipitate was vacuum filtered, giving the title compound as a white solid (204 mg, 76%): mp 188-190° C.; 1H NMR (400 MHz, CDCl3)... The reactants are CC(C)(C)OC(=O)N(Cc1cc2c(cn1)OCCO2)C1CCN(CCn2c(=O)ccc3ncc(Br)cc32)CC1, CC(C)(C)OC(N)=O, O=C([O-])[O-], C1COCCO1, [Cs+], [Cs+], CC1(C)c2cccc(P(c3ccccc3)c3ccccc3)c2Oc2c(P(c3ccccc3)c3ccccc3)cccc21. The product is CC(C)(C)OC(=O)Nc1cnc2ccc(=O)n(CCN3CCC(N(Cc4cc5c(cn4)OCCO5)C(=O)OC(C)(C)C)CC3)c2c1. RXN SMILES: [Br:1][c:2]1[cH:3][n:4][c:5]2[cH:6][cH:7][c:8](=[O:39])[n:9]([CH2:12][CH2:13][N:14]3[CH2:15][CH2:16][CH:17]([N:20]([C:21]([O:22][C:23]([CH3:24])([CH3:25])[CH3:26])=[O:27])[CH2:28][c:29]4[cH:30][c:31]5[c:32]([cH:33][n:34]4)[O:35][CH2:36][CH2:37][O:38]5)[CH2:18][CH2:19]3)[c:10]2[cH:11]1.[C:40]([NH2:41])([O:42][C:43]([CH3:44])([CH3:45])[CH3:46])=[O:47].[C:48](=[O:49])([O-:50])[O-:51].[CH2:96]1[O:97][CH2:98][CH2:99][O:100][CH2:101]1.[Cs+:52].[Cs+:53].[c:54]1([P:55]([c:56]2[cH:57][cH:58][cH:59][cH:60][cH:61]2)[c:62]2[c:63]3[c:87]([cH:88][cH:89][cH:90]2)[C:84]([CH3:85])([CH3:86])[c:66]2[c:65]([c:70]([P:71]([c:72]4[cH:73][cH:74][cH:75][cH:76][cH:77]4)[c:78]4[cH:79][cH:80][cH:81][cH:82][cH:83]4)[cH:69][cH:68][cH:67]2)[O:64]3)[cH:91][cH:92][cH:93][cH:94][cH:95]1>>[c:2]1([NH:41][C:40]([O:42][C:43]([CH3:44])([CH3:45])[CH3:46])=[O:47])[cH:3][n:4][c:5]2[cH:6][cH:7][c:8](=[O:39])[n:9]([CH2:12][CH2:13][N:14]3[CH2:15][CH2:16][CH:17]([N:20]([C:21]([O:22][C:23]([CH3:24])([CH3:25])[CH3:26])=[O:27])[CH2:28][c:29]4[cH:30][c:31]5[c:32]([cH:33][n:34]4)[O:35][CH2:36][CH2:37][O:38]5)[CH2:18][CH2:19]3)[c:10]2[cH:11]1.